From a dataset of the Open Reaction Database (ORD), a public repository of structured organic reaction records. describe an organic reaction: reactants, conditions, products, and yield Starting materials: NC=1OC[C@@]2(C3=CC(=CC=C3OC=3C=CC(=CC23)O)C=2C=NC=NC2)N1 ((S)-2-amino-7′-(pyrimidin-5-yl)-5H-spiro[oxazole-4,9′-xanthen]-2′-ol), C([O-])([O-])=O.[Cs+].[Cs+] (cesium carbonate), [I-].[K+] (potassium iodide), CN(C)C=O (DMF), ClCC(C)=O (chloroacetone). Conditions: time 20 minute. Yields the product NC=1OC[C@]2(C3=CC(=CC=C3OC=3C=CC(=CC23)C=2C=NC=NC2)OCC(C)=O)N1 ((S)-1-(2-amino-2′-(pyrimidin-5-yl)-5H-spiro[oxazole-4,9′-xanthene]-7′-yloxy)propan-2-one). Reaction SMILES: [NH2:1][C:2]1[O:3][CH2:4][C@@:5]2([N:26]=1)[C:18]1[CH:17]=[C:16]([OH:19])[CH:15]=[CH:14][C:13]=1[O:12][C:11]1[C:6]2=[CH:7][C:8]([C:20]2[CH:21]=[N:22][CH:23]=[N:24][CH:25]=2)=[CH:9][CH:10]=1.C(=O)([O-])[O-].[Cs+].[Cs+].[I-].[K+].CN(C=O)C.Cl[CH2:41][C:42](=[O:44])[CH3:43]>>[NH2:1][C:2]1[O:3][CH2:4][C@:5]2([N:26]=1)[C:6]1[CH:7]=[C:8]([C:20]3[CH:21]=[N:22][CH:23]=[N:24][CH:25]=3)[CH:9]=[CH:10][C:11]=1[O:12][C:13]1[C:18]2=[CH:17][C:16]([O:19][CH2:41][C:42](=[O:44])[CH3:43])=[CH:15][CH:14]=1 |f:1.2.3,4.5|. Procedure details: A vial was charged with (S)-2-amino-7′-(pyrimidin-5-yl)-5H-spiro[oxazole-4,9′-xanthen]-2′-ol (192.0 mg, 554 μmol), cesium carbonate (271 mg, 832 μmol), and potassium iodide (92.0 mg, 554 μmol). DMF (2217 μl, 554 μmol) was added, the vial was sonicated for about 30 seconds, and the mixture was stirred vigorously for 20 min, at which time some white solid still remained. The vial was cooled in an ice-bath for 10 min, and to it chloroacetone (48.6 μl, 610 μmol) was added dropwise. The cooling bath ... Starting materials: CI, CC(C)=O, O=C(Nc1ccc2ncsc2c1)C(F)(F)F, [K+], [OH-]. Product: CNc1ccc2ncsc2c1. As a reaction SMILES: [CH3:17][I:18].[CH3:21][C:22](=[O:23])[CH3:24].[F:1][C:2]([C:3]([NH:5][c:6]1[cH:7][c:8]2[c:9]([n:10][cH:11][s:12]2)[cH:13][cH:14]1)=[O:16])([F:4])[F:15].[K+:20].[OH-:19]>>[CH3:3][NH:5][c:6]1[cH:7][c:8]2[c:9]([n:10][cH:11][s:12]2)[cH:13][cH:14]1. Reactants: C(=NC1CCCCC1)=NC1CCCCC1, ClCCl, OCC(Cl)(Cl)Cl, O=C(O)C(C(=O)O)c1ccccc1. Product: O=C(O)C(C(=O)OCC(Cl)(Cl)Cl)c1ccccc1. RXN SMILES: [CH:20]1([N:21]=[C:22]=[N:23][CH:24]2[CH2:25][CH2:26][CH2:27][CH2:28][CH2:29]2)[CH2:30][CH2:31][CH2:32][CH2:33][CH2:34]1.[Cl:35][CH2:36][Cl:37].[OH:14][CH2:15][C:16]([Cl:17])([Cl:18])[Cl:19].[c:1]1([CH:7]([C:8](=[O:9])[OH:10])[C:11](=[O:12])[OH:13])[cH:2][cH:3][cH:4][cH:5][cH:6]1>>[c:1]1([CH:7]([C:8]([O:9][CH2:15][C:16]([Cl:17])([Cl:18])[Cl:19])=[O:10])[C:11](=[O:12])[OH:13])[cH:2][cH:3][cH:4][cH:5][cH:6]1. The reactants are O=C(c1ccccc1Br)N1CCNCC1, CCN=C=NCCCN(C)C, CCN(C(C)C)C(C)C, Cl, Cl, O=C(O)CC(=O)Nc1ccc(-n2ccccc2=O)cc1, CN(C)C=O, O, On1nnc2ccccc21. As a reaction SMILES: [Br:53][c:54]1[c:55]([C:60](=[O:61])[N:62]2[CH2:63][CH2:64][NH:65][CH2:66][CH2:67]2)[cH:56][cH:57][cH:58][cH:59]1.[CH3:40][CH2:41][N:42]=[C:43]=[N:44][CH2:45][CH2:46][CH2:47][N:48]([CH3:49])[CH3:50].[CH:11]([N:12]([CH2:13][CH3:14])[CH:15]([CH3:16])[CH3:17])([CH3:18])[CH3:19].[ClH:51].[ClH:52].[O:20]=[c:21]1[n:22](-[c:27]2[cH:28][cH:29][c:30]([NH:33][C:34]([CH2:35][C:36](=[O:37])[OH:38])=[O:39])[cH:31][cH:32]2)[cH:23][cH:24][cH:25][cH:26]1.[O:68]=[CH:69][N:70]([CH3:71])[CH3:72].[OH2:73].[OH:1][n:2]1[c:3]2[c:4]([cH:5][cH:6][cH:7][cH:8]2)[n:9][n:10]1>>[O:20]=[c:21]1[n:22](-[c:27]2[cH:28][cH:29][c:30]([NH:33][C:34]([CH2:35][C:36](=[O:38])[N:65]3[CH2:64][CH2:63][N:62]([C:60]([c:55]4[c:54]([Br:53])[cH:59][cH:58][cH:57][cH:56]4)=[O:61])[CH2:67][CH2:66]3)=[O:39])[cH:31][cH:32]2)[cH:23][cH:24][cH:25][cH:26]1. Product: O=C(CC(=O)N1CCN(C(=O)c2ccccc2Br)CC1)Nc1ccc(-n2ccccc2=O)cc1.